This data is from the Open Reaction Database (ORD), a public repository of structured organic reaction records. The task is: describe an organic reaction: reactants, conditions, products, and yield Starting materials: ClC1=NC=C(C(=N1)Cl)C(F)(F)F (2,4-dichloro-5-trifluoromethylpyrimidine), NC1=C(C(=O)NC)C=CC=C1 (2-amino-N-methylbenzamide), [OH-].[K+] (KOH), C(=O)=O (dry ice). The solvent is CC#N (CH3CN). Reaction conditions: temperature -30 celsius, time 1 hour. Yields the product ClC1=NC=C(C(=N1)NC1=C(C(=O)NC)C=CC=C1)C(F)(F)F (2-{[2-chloro-5-(trifluoromethyl)pyrimidin-4-yl]amino}-N-methylbenzamide). The yield is 28.0%. As a reaction SMILES: [Cl:1][C:2]1[N:7]=[C:6](Cl)[C:5]([C:9]([F:12])([F:11])[F:10])=[CH:4][N:3]=1.[NH2:13][C:14]1[CH:23]=[CH:22][CH:21]=[CH:20][C:15]=1[C:16]([NH:18][CH3:19])=[O:17].C(=O)=O.[OH-].[K+]>CC#N>[Cl:1][C:2]1[N:7]=[C:6]([NH:13][C:14]2[CH:23]=[CH:22][CH:21]=[CH:20][C:15]=2[C:16]([NH:18][CH3:19])=[O:17])[C:5]([C:9]([F:12])([F:11])[F:10])=[CH:4][N:3]=1 |f:3.4|. Procedure: To a solution of 2,4-dichloro-5-trifluoromethylpyrimidine (500 mg, 2.3 mmol) in dry CH3CN (40 mL) was added 2-amino-N-methylbenzamide (350 mg, 2.3 mmol) at room temperature. The reaction mixture was cooled to −30° C. using dry ice. Powdered KOH (1.0 g, 17.8 mmol) was added and the reaction mixture was stirred at −30° C. for 1 h, and then warmed to −10° C. to −5° C. and stirred for another 2 h, then quenched with water (200 mL). The mixture was extracted with EtOAc (3×100 mL), the combined organi... The reactants are FC1=C(C#N)C=C(C(=C1)O)C1C(N(C2=CC=CC=C12)CC1=CC=C(C=C1)OC)=O (2-fluoro-4-hydroxy-5-[1-(4-methoxybenzyl)-2-oxo-2,3-dihydro-1H-indol-3-yl]benzonitrile), ClCI (chloroiodomethane), C([O-])([O-])=O.[Cs+].[Cs+] (cesium carbonate). Solvent: O1CCCC1 (tetrahydrofuran), CN(C=O)C (N,N-dimethylformamide). Conditions: time 20 hour. Yields the product FC1=CC2=C(C=C1C#N)C1(C(N(C3=CC=CC=C13)CC1=CC=C(C=C1)OC)=O)CO2 (6-fluoro-1′-(4-methoxybenzyl)-2′-oxo-1′,2′-dihydrospiro[1-benzofuran-3,3′-indole]-5-carbonitrile). Isolated yield 48.7%. Reaction SMILES: [F:1][C:2]1[CH:9]=[C:8]([OH:10])[C:7]([CH:11]2[C:19]3[C:14](=[CH:15][CH:16]=[CH:17][CH:18]=3)[N:13]([CH2:20][C:21]3[CH:26]=[CH:25][C:24]([O:27][CH3:28])=[CH:23][CH:22]=3)[C:12]2=[O:29])=[CH:6][C:3]=1[C:4]#[N:5].Cl[CH2:31]I.C(=O)([O-])[O-].[Cs+].[Cs+]>O1CCCC1.CN(C)C=O>[F:1][C:2]1[C:3]([C:4]#[N:5])=[CH:6][C:7]2[C:11]3([CH2:31][O:10][C:8]=2[CH:9]=1)[C:19]1[C:14](=[CH:15][CH:16]=[CH:17][CH:18]=1)[N:13]([CH2:20][C:21]1[CH:22]=[CH:23][C:24]([O:27][CH3:28])=[CH:25][CH:26]=1)[C:12]3=[O:29] |f:2.3.4|. Reported procedure: To a stirred solution of 2-fluoro-4-hydroxy-5-[1-(4-methoxybenzyl)-2-oxo-2,3-dihydro-1H-indol-3-yl]benzonitrile (10.50 g, 27.03 mmol) and chloroiodomethane (5.00 mL, 68.7 mmol) in tetrahydrofuran (200 mL) and N,N-dimethylformamide (50 mL) was added cesium carbonate (26.40 g, 81.02 mmol) under nitrogen. The reaction mixture was stirred at ambient temperature for 20 h and filtered through a pad of diatomaceous earth. The filtrate was concentrated in vacuo. The residue was subjected to column chrom... Yield: 102.6%. Reaction SMILES: Cl.[CH:2]1([NH:8][NH2:9])[CH2:7][CH2:6][CH2:5][CH2:4][CH2:3]1.[C:10](OC)(=[O:15])[CH2:11][C:12]([CH3:14])=O>C(O)(=O)C>[CH:2]1([N:8]2[C:10](=[O:15])[CH2:11][C:12]([CH3:14])=[N:9]2)[CH2:7][CH2:6][CH2:5][CH2:4][CH2:3]1 |f:0.1|. Procedure: Cyclohexylhydrazine hydrochloride (2.00 g, 13.3 mmol) and methyl acetoacetate (2.37 g, 20.4 mmol) were combined in glacial acetic acid (55 mL). The reaction was heated to 100° C. for 18 h. After allowing the reaction to cool to RT, the solvent was removed under reduced pressure to give 2.46 g of the desired product as a pale orange solid. This material was used without further purification. MS (ES+) m/z 181.2 (M+H+). Product: C1(CCCCC1)N1N=C(CC1=O)C (2-Cyclohexyl-5-methyl-2,4-dihydro-pyrazol-3-one). The reactants are Cl.C1(CCCCC1)NN (Cyclohexylhydrazine hydrochloride), C(CC(=O)C)(=O)OC (methyl acetoacetate). Run at temperature 100 celsius. Solvent: C(C)(=O)O (acetic acid). Reported procedure: The title compound was synthesized according to General Procedure B using 2-(benzo[d]thiazol-2-ylthio)acetic acid and 6-fluoroindoline to yield 43 as a white solid (70%): MS m/z: 345 (M+H)+. Anal. Calcd. For, C17H13N2FOS2: C, 59.28; H, 3.80; N, 8.13; S, 18.62; F, 5.52. Found: C, 59.51; H, 3.85; N, 8.13; S, 18.73; F, 5.37. RXN SMILES: [S:1]1[C:5]2[CH:6]=[CH:7][CH:8]=[CH:9][C:4]=2[N:3]=[C:2]1[S:10][CH2:11][C:12]([OH:14])=O.[F:15][C:16]1[CH:24]=[C:23]2[C:19]([CH2:20][CH2:21][NH:22]2)=[CH:18][CH:17]=1>>[S:1]1[C:5]2[CH:6]=[CH:7][CH:8]=[CH:9][C:4]=2[N:3]=[C:2]1[S:10][CH2:11][C:12]([N:22]1[C:23]2[C:19](=[CH:18][CH:17]=[C:16]([F:15])[CH:24]=2)[CH2:20][CH2:21]1)=[O:14]. Product: S1C(=NC2=C1C=CC=C2)SCC(=O)N2CCC1=CC=C(C=C21)F (2-(Benzothiazol-2-ylsulfanyl)-1-(6-fluoro-2,3-dihydro-indol-1-yl)-ethanone). Yield: 70.0%. Reactants: S1C(=NC2=C1C=CC=C2)SCC(=O)O (2-(benzo[d]thiazol-2-ylthio)acetic acid), FC1=CC=C2CCNC2=C1 (6-fluoroindoline). Reactants: C1(C=2C(C(N1)=O)=CC=CC2)=O.[K] (potassium phthalimide), C(C)(C)(C)C1=C(C=C(C=C1)CBr)NC(CC(CCCCC)C1=C2C(=CC=C1)OCCO2)=O (N-[2-t-butyl-5-bromomethyl-phenyl]-3-(2,3-ethylenedioxyphenyl)octanamide). The solvent is CN(C=O)C (dimethylformamide), O (water). Reaction conditions: time 4 hour. Product: C(C)(C)(C)C1=C(C=C(C=C1)CN1C(C=2C(C1=O)=CC=CC2)=O)NC(CC(CCCCC)C2=C1C(=CC=C2)OCCO1)=O (N-[2-t-Butyl-5-(phthalimidomethyl)phenyl]-3-(2,3-ethylenedioxyphenyl)octanamide). The yield is 90.5%. As a reaction SMILES: [C:1]1(=[O:11])[NH:5][C:4](=[O:6])[C:3]2=[CH:7][CH:8]=[CH:9][CH:10]=[C:2]12.[K].[C:13]([C:17]1[CH:22]=[CH:21][C:20]([CH2:23]Br)=[CH:19][C:18]=1[NH:25][C:26](=[O:44])[CH2:27][CH:28]([C:34]1[CH:39]=[CH:38][CH:37]=[C:36]2[O:40][CH2:41][CH2:42][O:43][C:35]=12)[CH2:29][CH2:30][CH2:31][CH2:32][CH3:33])([CH3:16])([CH3:15])[CH3:14]>CN(C)C=O.O>[C:13]([C:17]1[CH:22]=[CH:21][C:20]([CH2:23][N:5]2[C:1](=[O:11])[C:2]3=[CH:10][CH:9]=[CH:8][CH:7]=[C:3]3[C:4]2=[O:6])=[CH:19][C:18]=1[NH:25][C:26](=[O:44])[CH2:27][CH:28]([C:34]1[CH:39]=[CH:38][CH:37]=[C:36]2[O:40][CH2:41][CH2:42][O:43][C:35]=12)[CH2:29][CH2:30][CH2:31][CH2:32][CH3:33])([CH3:14])([CH3:15])[CH3:16] |f:0.1,^1:11|. Procedure details: 138 mg (0.745 mmol) of potassium phthalimide were added to a solution of 288 mg (0.573 mmol) of N-[2-t-butyl-5-bromomethyl-phenyl]-3-(2,3-ethylenedioxyphenyl)octanamide (prepared as described in Preparation 70E) in 5 ml of dimethylformamide, and the resulting mixture was stirred at room temperature for 4 hours. At the end of this time, the reaction mixture was diluted with water and then extracted with ethyl acetate. The extract was washed with a saturated aqueous solution of sodium hydrogencarb... Reactants: COC=1C(=NC=CC1)C(O)C1=CC=C(C=C1)[N+](=O)[O-] ((3-methoxypyridin-2-yl)-(4-nitrophenyl)methanol). The reagents and catalysts are [Pd] (Pd—C). Run in C(C)O (ethanol). Reaction conditions: time 3 hour. Yields the product NC1=CC=C(C=C1)C(O)C1=NC=CC=C1OC ((4-aminophenyl)-(3-methoxypyridin-2-yl)-methanol). Yield: 91.0%. As a reaction SMILES: [CH3:1][O:2][C:3]1[C:4]([CH:9]([C:11]2[CH:16]=[CH:15][C:14]([N+:17]([O-])=O)=[CH:13][CH:12]=2)[OH:10])=[N:5][CH:6]=[CH:7][CH:8]=1>C(O)C.[Pd]>[NH2:17][C:14]1[CH:13]=[CH:12][C:11]([CH:9]([C:4]2[C:3]([O:2][CH3:1])=[CH:8][CH:7]=[CH:6][N:5]=2)[OH:10])=[CH:16][CH:15]=1. Procedure: A mixture of (3-methoxypyridin-2-yl)-(4-nitrophenyl)methanol (600 mg) and 5% Pd—C (0.06 g) in ethanol (20 ml) was vigorously stirred under hydrogen atmosphere for 3 hours, and the Pd—C was filtered off. The filtrate was concentrated under reduced pressure to give (4-aminophenyl)-(3-methoxypyridin-2-yl)-methanol (483 mg) as pale yellow crystals.